From a dataset of the Open Reaction Database (ORD), a public repository of structured organic reaction records. describe an organic reaction: reactants, conditions, products, and yield RXN SMILES: C(O[C:5](=[O:7])[CH3:6])(=O)C.[Cl:8][C:9]1[N:14]=[CH:13][C:12]([NH2:15])=[CH:11][N:10]=1>ClCCl>[Cl:8][C:9]1[N:14]=[CH:13][C:12]([NH:15][C:5](=[O:7])[CH3:6])=[CH:11][N:10]=1. Run at time 12 hour. Reactants: C(C)(=O)OC(C)=O (acetic anhydride), ClC1=NC=C(C=N1)N (2-chloro-pyrimidin-5-ylamine), TEA. Procedure: 78 μL (0.83 mmol) acetic anhydride are added to 100 mg (0.77 mmol) 2-chloro-pyrimidin-5-ylamine in 20 mL dichloromethane at 0° C. Subsequently 115 μL TEA are added and stirring is continued for 12 h at rt. After that time, the solvent is removed by evaporation and the residue is washed with water. The product is ClC1=NC=C(C=N1)NC(C)=O (N-(2-Chloro-pyrimidin-5-yl)-acetamide). Run in ClCCl (dichloromethane). The reactants are CC(=O)NCCNS(C)(=O)=O, Cl, O. Product: CS(=O)(=O)NCCN, Cl. RXN SMILES: [CH3:1][S:2](=[O:3])(=[O:4])[NH:5][CH2:6][CH2:7][NH:8][C:9](=[O:10])[CH3:11].[ClH:12].[OH2:13]>>[CH3:1][S:2](=[O:3])(=[O:4])[NH:5][CH2:6][CH2:7][NH2:8].[ClH:12].